This data is from the Open Reaction Database (ORD), a public repository of structured organic reaction records. The task is: describe an organic reaction: reactants, conditions, products, and yield Reactants: NC1=NC=C(C2=CC=C(C=C12)[N+](=O)[O-])C (1-amino-4-methyl-7-nitroisoquinoline), C(C)OC=C(C(=O)OCC)C(=O)OCC (diethyl ethoxymethylenemalonate), C(C)OC=C(C(=O)OCC)C(=O)OCC (diethyl ethoxymethylenemalonate). Solvent: CN(C=O)C (N,N-dimethylformamide). Conditions: temperature 120 celsius, time 4 hour. Product: CC1=CN2C(C3=CC(=CC=C13)[N+](=O)[O-])=NC=C(C2=O)C(=O)OCC (ethyl 7-methyl-10-nitro-4-oxo-4H-pyrimido[2,1-a]isoquinoline-3-carboxylate). Isolated yield 67.5%. RXN SMILES: [NH2:1][C:2]1[C:11]2[C:6](=[CH:7][CH:8]=[C:9]([N+:12]([O-:14])=[O:13])[CH:10]=2)[C:5]([CH3:15])=[CH:4][N:3]=1.C([O:18][CH:19]=[C:20]([C:26](OCC)=O)[C:21]([O:23][CH2:24][CH3:25])=[O:22])C>CN(C)C=O>[CH3:15][C:5]1[C:6]2[C:11](=[CH:10][C:9]([N+:12]([O-:14])=[O:13])=[CH:8][CH:7]=2)[C:2]2=[N:1][CH:26]=[C:20]([C:21]([O:23][CH2:24][CH3:25])=[O:22])[C:19](=[O:18])[N:3]2[CH:4]=1. Procedure: A mixture of 1-amino-4-methyl-7-nitroisoquinoline (3.87 g), diethyl ethoxymethylenemalonate (4.53 g) in N,N-dimethylformamide (20 ml) was heated at 120° C. with stirring for 4 hours. Additional diethyl ethoxymethylenemalonate (1 g) was added to the mixture, and then the reaction mixture was refluxed for 18 hours and cooled to give precipitate. The crystals obtained were filtered off and washed with cold ethanol to give ethyl 7-methyl-10-nitro-4-oxo-4H-pyrimido[2,1-a]isoquinoline-3-carboxylate (4... The reactants are ClC1=C(C=CC=C1[N+](=O)[O-])C (2-chloro-3-nitrotoluene). Reagents/catalysts: [Pt] (platinum-on-carbon). Run in CCO (EtOH), CCOC(=O)C (EtOAc). Yields the product ClC1=C(N)C=CC=C1C (2-Chloro-3-methyl aniline). RXN SMILES: [Cl:1][C:2]1[C:7]([N+:8]([O-])=O)=[CH:6][CH:5]=[CH:4][C:3]=1[CH3:11]>CCO.CCOC(C)=O.[Pt]>[Cl:1][C:2]1[C:3]([CH3:11])=[CH:4][CH:5]=[CH:6][C:7]=1[NH2:8]. Reported procedure: A mixture of 2-chloro-3-nitrotoluene (1.0 g, 5.8 mmol) and 5% platinum-on-carbon (0.1 g) in 25 ml of EtOH was reacted overnight at room temperature and 60 psi. The reaction mixture was filtered and the filtrate concentrated in vacuo to provide an oil. This oil was dissolved in EtOAc, washed with H2O, dried over Na2SO4, filtered and then concentrated in vacuo.